Dataset: the Open Reaction Database (ORD), a public repository of structured organic reaction records. Task: describe an organic reaction: reactants, conditions, products, and yield Reactants: [H][H] (hydrogen), C(=O)(OC(C)(C)C)CNC=1C(C(=O)OCC2=CC=CC=C2)=CC(=CC1)OCC1=CC=CC=C1 (N-(Carbo-t-butoxymethyl)-5-benzyloxyanthranilic acid, benzyl ester), [H][H] (hydrogen). The solvent is C1CCOC1.C(C)(=O)OCC (THF ethyl acetate). Product: C(=O)(OC(C)(C)C)CNC=1C(C(=O)O)=CC(=CC1)O (N-(carbo-t-butoxymethyl)-5-hydroxyanthranilic acid). The yield is 100.4%. As a reaction SMILES: [C:1]([CH2:8][NH:9][C:10]1[C:11](=[CH:22][C:23]([O:26]CC2C=CC=CC=2)=[CH:24][CH:25]=1)[C:12]([O:14]CC1C=CC=CC=1)=[O:13])([O:3][C:4]([CH3:7])([CH3:6])[CH3:5])=[O:2].[H][H]>C1COCC1.C(OCC)(=O)C>[C:1]([CH2:8][NH:9][C:10]1[C:11](=[CH:22][C:23]([OH:26])=[CH:24][CH:25]=1)[C:12]([OH:14])=[O:13])([O:3][C:4]([CH3:6])([CH3:7])[CH3:5])=[O:2] |f:2.3|. Reported procedure: N-(Carbo-t-butoxymethyl)-5-benzyloxyanthranilic acid, benzyl ester (45.0 g, 101 mmol) was dissolved in 1:1 THF/ethyl acetate (1200 mL) in a 2 liter round bottom flask. The atmosphere was flushed with argon and 10% Pd/C (4.0 g) was added. The reaction atmosphere was replaced with hydrogen gas (4 purge-fill cycles) and the reaction mixture stirred under a balloon of hydrogen for 23 hours. The atmosphere was replaced with argon and the reaction mixture filtered through a pad of Celite, washing the ... Starting materials: CN(C)C=O, CCOC(C)=O, O=C(Cl)CCl, CC(C)(C#N)c1cccc(C(=O)Nc2ccc(C#N)c(Oc3ccc4nc(N)sc4n3)c2)c1. Product: CC(C)(C#N)c1cccc(C(=O)Nc2ccc(C#N)c(Oc3ccc4nc(NC(=O)CCl)sc4n3)c2)c1. As a reaction SMILES: [CH3:39][N:40]([CH3:41])[CH:42]=[O:43].[CH3:44][CH2:45][O:46][C:47](=[O:48])[CH3:49].[Cl:34][CH2:35][C:36](=[O:37])[Cl:38].[NH2:1][c:2]1[s:3][c:4]2[n:5][c:6]([O:11][c:12]3[cH:13][c:14]([NH:20][C:21]([c:22]4[cH:23][c:24]([C:28]([CH3:29])([CH3:30])[C:31]#[N:32])[cH:25][cH:26][cH:27]4)=[O:33])[cH:15][cH:16][c:17]3[C:18]#[N:19])[cH:7][cH:8][c:9]2[n:10]1>>[NH:1]([c:2]1[s:3][c:4]2[n:5][c:6]([O:11][c:12]3[cH:13][c:14]([NH:20][C:21]([c:22]4[cH:23][c:24]([C:28]([CH3:29])([CH3:30])[C:31]#[N:32])[cH:25][cH:26][cH:27]4)=[O:33])[cH:15][cH:16][c:17]3[C:18]#[N:19])[cH:7][cH:8][c:9]2[n:10]1)[C:36]([CH2:35][Cl:34])=[O:37]. Reactants: NC=1C=CC(=C(C(=O)NCC23CC4CC(CC(C2)C4)C3)C1)Cl (5-amino-2-chloro-N-(tricyclo[3.3.1.13,7]dec-1-ylmethyl)-benzamide), Cl.ClCCNCCCl (bis-(2-chloroethyl)amine hydrochloride salt). Solvent: C=1(C(=CC=CC1)C)C (xylene). Conditions: temperature 150 celsius. Product: ClC1=C(C(=O)NCC23CC4CC(CC(C2)C4)C3)C=C(C=C1)N1CCNCC1 (2-Chloro-5-Piperazin-1-yl-N-(tricyclo[3.3.1.13,7]dec-1-ylmethyl)-benzamide). Yield: 74.0%. Reaction SMILES: [NH2:1][C:2]1[CH:3]=[CH:4][C:5]([Cl:22])=[C:6]([CH:21]=1)[C:7]([NH:9][CH2:10][C:11]12[CH2:20][CH:15]3[CH2:16][CH:17]([CH2:19][CH:13]([CH2:14]3)[CH2:12]1)[CH2:18]2)=[O:8].Cl.Cl[CH2:25][CH2:26][NH:27][CH2:28][CH2:29]Cl>C1(C)C(C)=CC=CC=1>[Cl:22][C:5]1[CH:4]=[CH:3][C:2]([N:1]2[CH2:29][CH2:28][NH:27][CH2:26][CH2:25]2)=[CH:21][C:6]=1[C:7]([NH:9][CH2:10][C:11]12[CH2:12][CH:13]3[CH2:19][CH:17]([CH2:16][CH:15]([CH2:14]3)[CH2:20]1)[CH2:18]2)=[O:8] |f:1.2|. Reported procedure: To a solution of 5-amino-2-chloro-N-(tricyclo[3.3.1.13,7]dec-1-ylmethyl)-benzamide (1.00 g, Example 4b) in xylene (20 ml) was added bis-(2-chloroethyl)amine hydrochloride salt (0.620 g). The mixture was heated at 150° C. for 12 h (a dark solution is obtained). The cold solution was washed with 2M HCl, the aqueous layer washed with ethyl acetate then basified with sodium bicarbonate and extracted twice with dichloromethane. The organic layer was dried over magnesium sulfate, filtered and the filt... Reactants: C(C)C1=NN(C(=C1I)C)C1=CC=C(C=C1)CCO (2-[4-(3-Ethyl-4-iodo-5-methyl-1H-pyrazol-1-yl)phenyl]ethanol), C1(=CC=CC=C1)B(O)O (benzeneboronic acid). The product is C(C)C1=NN(C(=C1C1=CC=CC=C1)C)C1=CC=C(C=C1)CCO (2-[4-(3-Ethyl-5-methyl-4-phenyl-1H-pyrazol-1-yl)phenyl]ethanol). RXN SMILES: [CH2:1]([C:3]1[C:7](I)=[C:6]([CH3:9])[N:5]([C:10]2[CH:15]=[CH:14][C:13]([CH2:16][CH2:17][OH:18])=[CH:12][CH:11]=2)[N:4]=1)[CH3:2].[C:19]1(B(O)O)[CH:24]=[CH:23][CH:22]=[CH:21][CH:20]=1>>[CH2:1]([C:3]1[C:7]([C:19]2[CH:24]=[CH:23][CH:22]=[CH:21][CH:20]=2)=[C:6]([CH3:9])[N:5]([C:10]2[CH:15]=[CH:14][C:13]([CH2:16][CH2:17][OH:18])=[CH:12][CH:11]=2)[N:4]=1)[CH3:2]. Procedure: The title compound was prepared according to the procedure described in step 1 of Example 12 from 2-[4-(3-ethyl-4-iodo-5-methyl-1H-pyrazol-1-yl)phenyl]ethanol (step 2) and benzeneboronic acid: MS (EI) m/z 306 [M]+. Reactants: saturated solution, C(\C=C\C(=O)O)(=O)O (fumaric acid), O1COC2=C1C=CC(=C2)C=2N(C=CC2)CCNC(C)=O (N-[2-[2-(1,3-Benzodioxol-5-yl)-pyrrol-1-yl]-ethyl]acetamide), P(=O)(Cl)(Cl)Cl (phosphorus oxychloride), [OH-].[Na+] (sodium hydroxide), [OH-].[Na+] (sodium hydroxide). Run in C(C)O (ethanol), O (water). Conditions: time 45 minute. Product: C(\C=C\C(=O)O)(=O)O.O1COC2=C1C=CC(=C2)C2=CC=C1N2CCN=C1C (6-(1,3-benzodioxol-5-yl)-3,4-dihydro-1-methylpyrrolo[1,2-a]pyrazine fumarate). The yield is 66.0%. As a reaction SMILES: [O:1]1[C:5]2[CH:6]=[CH:7][C:8]([C:10]3[N:11]([CH2:15][CH2:16][NH:17][C:18](=O)[CH3:19])[CH:12]=[CH:13][CH:14]=3)=[CH:9][C:4]=2[O:3][CH2:2]1.P(Cl)(Cl)(Cl)=O.[OH-].[Na+].[C:28]([OH:35])(=[O:34])/[CH:29]=[CH:30]/[C:31]([OH:33])=[O:32]>O.C(O)C>[C:28]([OH:35])(=[O:34])/[CH:29]=[CH:30]/[C:31]([OH:33])=[O:32].[O:1]1[C:5]2[CH:6]=[CH:7][C:8]([C:10]3[N:11]4[CH2:15][CH2:16][N:17]=[C:18]([CH3:19])[C:12]4=[CH:13][CH:14]=3)=[CH:9][C:4]=2[O:3][CH2:2]1 |f:2.3,7.8|. Reported procedure: N-[2-[2-(1,3-Benzodioxol-5-yl)-pyrrol-1-yl]-ethyl]acetamide (1.7 g) was treated with 10 ml of phosphorus oxychloride under argon and boiled for 45 minutes while stirring. The reaction mixture was hydrolyzed at 0° C. with 50 ml of 2N sodium hydroxide solution and 50 ml of 28% sodium hydroxide solution, diluted with 600 ml of water and extracted with methylene chloride (1×100 ml, 2×60 ml). The organic extracts were combined, dried with MgSO4 and freed from solvent. 1.4 g of crude product was disso... Reactants: C(C(O)C1=CC=CC=C1)(=O)O ((+)-Mandelic acid), [H-].[Na+] (sodium hydride), ClC1=CC=C(C=C1)C1=CC=C(CCl)C=C1 (4-(4-Chlorophenyl)benzyl chloride), resultant mixture, N-hydrochloric acid. Run in CS(=O)C (dimethyl sulphoxide). Conditions: time 4 hour. The product is ClC1=CC=C(C=C1)C1=CC=C(COC(C(=O)O)C2=CC=CC=C2)C=C1 ((+)-2-[4-(4-chlorophenyl)benzyloxy]-2-phenylacetic acid). Yield: 48.9%. RXN SMILES: [C:1]([OH:11])(=[O:10])[CH:2]([C:4]1[CH:9]=[CH:8][CH:7]=[CH:6][CH:5]=1)[OH:3].[H-].[Na+].[Cl:14][C:15]1[CH:20]=[CH:19][C:18]([C:21]2[CH:28]=[CH:27][C:24]([CH2:25]Cl)=[CH:23][CH:22]=2)=[CH:17][CH:16]=1>CS(C)=O>[Cl:14][C:15]1[CH:16]=[CH:17][C:18]([C:21]2[CH:28]=[CH:27][C:24]([CH2:25][O:3][CH:2]([C:4]3[CH:9]=[CH:8][CH:7]=[CH:6][CH:5]=3)[C:1]([OH:11])=[O:10])=[CH:23][CH:22]=2)=[CH:19][CH:20]=1 |f:1.2|. Reported procedure: (+)-Mandelic acid (3.04 g.) was added to a stirred suspension of sodium hydride (1.92 g., 50% w/w dispersion in mineral oil) in dimethyl sulphoxide (50 ml.) at 15°-20° C., and the mixture was then stirred at the same temperature for 4 hours. 4-(4-Chlorophenyl)benzyl chloride (4.74 g.) was then added to the mixture and stirring was continued at room temperature for 1 hour. The resultant mixture was adjusted to pH 1-3 by careful addition of N-hydrochloric acid, and then extracted thoroughly with e... Starting materials: CC(C)[Mg+], O=C1C(=O)N(C(c2ccccc2)c2ccccc2)c2ccccc21, [Cl-], ClCCCl, Oc1cccc2c1OCCO2, C1CCOC1. Product: O=C1N(C(c2ccccc2)c2ccccc2)c2ccccc2C1(O)c1ccc2c(c1O)OCCO2. RXN SMILES: [CH:13]([Mg+:14])([CH3:15])[CH3:16].[CH:17]([c:18]1[cH:19][cH:20][cH:21][cH:22][cH:23]1)([c:24]1[cH:25][cH:26][cH:27][cH:28][cH:29]1)[N:30]1[C:31](=[O:40])[C:32](=[O:39])[c:33]2[cH:34][cH:35][cH:36][cH:37][c:38]21.[Cl-:12].[Cl:46][CH2:47][CH2:48][Cl:49].[O:1]1[CH2:2][CH2:3][O:4][c:5]2[c:6]1[cH:7][cH:8][cH:9][c:10]2[OH:11].[O:41]1[CH2:42][CH2:43][CH2:44][CH2:45]1>>[O:1]1[CH2:2][CH2:3][O:4][c:5]2[c:6]1[cH:7][cH:8][c:9]([C:32]1([OH:39])[C:31](=[O:40])[N:30]([CH:17]([c:18]3[cH:19][cH:20][cH:21][cH:22][cH:23]3)[c:24]3[cH:25][cH:26][cH:27][cH:28][cH:29]3)[c:38]3[c:33]1[cH:34][cH:35][cH:36][cH:37]3)[c:10]2[OH:11]. Starting materials: BrC1=CC(NN(C1=O)C)=O (5-bromo-1-methyl-1,2-dihydropyridazine-3,6-dione), C1=CC=C(C=C1)P(C2=CC=CC=C2)C3=CC=CC=C3 (PPh3), CN1N=C(C2=CC=CC=C12)[C@@H]1[C@H](C1)CO (((1S,2S)-2-(1-methyl-1H-indazol-3-yl)cyclopropyl)methanol), CC(C)OC(=O)/N=N/C(=O)OC(C)C (DIAD). Run in C1CCOC1 (THF). Conditions: time 2 hour. Product: BrC=1C(N(N=C(C1)OC[C@@H]1[C@H](C1)C1=NN(C2=CC=CC=C12)C)C)=O (4-bromo-2-methyl-6-(((1S,2S)-2-(1-methyl-1H-indazol-3-yl)cyclopropyl)methoxy)pyridazin-3(2H)-one). Reaction SMILES: [Br:1][C:2]1[C:7](=[O:8])[N:6]([CH3:9])[NH:5][C:4](=[O:10])[CH:3]=1.C1C=CC(P(C2C=CC=CC=2)C2C=CC=CC=2)=CC=1.[CH3:30][N:31]1[C:39]2[C:34](=[CH:35][CH:36]=[CH:37][CH:38]=2)[C:33]([C@H:40]2[CH2:42][C@@H:41]2[CH2:43]O)=[N:32]1.CC(OC(/N=N/C(OC(C)C)=O)=O)C>C1COCC1>[Br:1][C:2]1[C:7](=[O:8])[N:6]([CH3:9])[N:5]=[C:4]([O:10][CH2:43][C@H:41]2[CH2:42][C@@H:40]2[C:33]2[C:34]3[C:39](=[CH:38][CH:37]=[CH:36][CH:35]=3)[N:31]([CH3:30])[N:32]=2)[CH:3]=1. Procedure details: To a solution of 5-bromo-1-methyl-1,2-dihydropyridazine-3,6-dione (300 mg, 1.485 mmol) in THF (20 mL) at 0° C. was added PPh3 (781 mg, 2.97 mmol) and ((1S,2S)-2-(1-methyl-1H-indazol-3-yl)cyclopropyl)methanol (300 mg, 1.485 mmol) followed by dropwise addition of DIAD (0.6 mL, 2.97 mmol). The reaction mixture was warmed to ambient temperature. After stirred for 2 h, the mixture was concentrated. The residue was purified by column chromatography on silica gel, eluting with PE/EA (2/1) to give the t... Reactants: Cl.NO (hydroxylamine hydrochloride), Cl (hydrochloric acid), ClC=1C=CC2=C(N(C(S2)=O)CC(=O)N2CCN(CC2)N=CC2=C(C=CC=C2)O)C1 (5-chloro-3-{[4-(2-hydroxybenzylideneamino)-1-piperazinyl]carbonylmethyl}-2-benzothiazolinone). Solvent: C(C)#N (acetonitrile). Run at time 8 hour. Product: Cl.ClC=1C=CC2=C(N(C(S2)=O)CC(=O)N2CCN(CC2)N)C1 (5-chloro-3-[(4-amino-1-piperazinyl)carbonylmethyl]-2-benzothiazolinone hydrochloride). The yield is 118.6%. Reaction SMILES: Cl.NO.Cl.[Cl:5][C:6]1[CH:7]=[CH:8][C:9]2[S:13][C:12](=[O:14])[N:11]([CH2:15][C:16]([N:18]3[CH2:23][CH2:22][N:21]([N:24]=CC4C=CC=CC=4O)[CH2:20][CH2:19]3)=[O:17])[C:10]=2[CH:33]=1>C(#N)C>[ClH:5].[Cl:5][C:6]1[CH:7]=[CH:8][C:9]2[S:13][C:12](=[O:14])[N:11]([CH2:15][C:16]([N:18]3[CH2:19][CH2:20][N:21]([NH2:24])[CH2:22][CH2:23]3)=[O:17])[C:10]=2[CH:33]=1 |f:0.1,5.6|. Procedure details: To a solution of hydroxylamine hydrochloride (3.2 g) in a mixed solvent of acetonitrile (40 ml) and 6N-hydrochloric acid (20 ml) was added 5-chloro-3-{[4-(2-hydroxybenzylideneamino)-1-piperazinyl]carbonylmethyl}-2-benzothiazolinone (2 g). The resulting solution was stirred overnight at room temperature. After stirring for five hours under ice cooling, the crystalline precipitates were filtered, and washed successively with water (4 ml) and methylene chloride (10 ml). This product was further was... Starting materials: CN(CCCOC1=CC=C(C=C1)CC(CC#N)=O)C (4-[4-(3-dimethylamino-propoxy)-phenyl]-3-oxo-butyronitrile), CN(CCCOC1=CC=C(C=C1)CC(CC#N)=O)C (4-[4-(3-dimethylamino-propoxy)-phenyl]-3-oxo-butyronitrile), NN (hydrazine), NC1=NNC=C1 (aminopyrazole), ( g ). The solvent is CCO (EtOH). Reaction conditions: temperature 65 celsius. Product: CN(CCCOC1=CC=C(CC=2C=C(NN2)N)C=C1)C (5-[4-(3-dimethylamino-propoxy)-benzyl]-2H-pyrazol-3-ylamine). RXN SMILES: [CH3:1][N:2]([CH3:19])[CH2:3][CH2:4][CH2:5][O:6][C:7]1[CH:12]=[CH:11][C:10]([CH2:13]C(=O)CC#N)=[CH:9][CH:8]=1.[NH2:20][C:21]1[CH:25]=[CH:24][NH:23][N:22]=1.NN>CCO>[CH3:19][N:2]([CH3:1])[CH2:3][CH2:4][CH2:5][O:6][C:7]1[CH:8]=[CH:9][C:10]([CH2:13][C:24]2[CH:25]=[C:21]([NH2:20])[NH:22][N:23]=2)=[CH:11][CH:12]=1. Procedure: The 4-[4-(3-dimethylamino-propoxy)-phenyl]-3-oxo-butyronitrile is then converted to the appropriate aminopyrazole by the following method: Under Ar(g), 0.285 gms. of the 4-[4-(3-dimethylamino-propoxy)-phenyl]-3-oxo-butyronitrile is dissolved in 5 mL of anhydrous EtOH and then is treated with 0.100 mL anhydrous hydrazine. The reaction mixture is then heated overnight at 65° C., subsequently, cooled to room temperature and concentrated in vacuo providing 5-[4-(3-dimethylamino-propoxy)-benzyl]-2H-p...